From a dataset of the Open Reaction Database (ORD), a public repository of structured organic reaction records. describe an organic reaction: reactants, conditions, products, and yield The reactants are FC1=CC(=CC=C1)F (1,3-difluorobenzene), [Cl-].[Al+3].[Cl-].[Cl-] (aluminium chloride), Cl (hydrochloric acid), ClCC(=O)Cl (chloroacetyl chloride). The solvent is ClCCCl (DCE), ClCCCl (DCE), ClCCCl (DCE). Reaction conditions: temperature 0 celsius, time 30 minute. Yields the product ClCC(=O)C1=C(C=C(C=C1)F)F (2-Chloro-2′,4′-difluoro Acetophenone). The yield is 75.0%. As a reaction SMILES: [F:1][C:2]1[CH:7]=[CH:6][CH:5]=[C:4]([F:8])[CH:3]=1.[Cl-].[Al+3].[Cl-].[Cl-].[Cl:13][CH2:14][C:15](Cl)=[O:16].Cl>ClCCCl>[Cl:13][CH2:14][C:15]([C:5]1[CH:6]=[CH:7][C:2]([F:1])=[CH:3][C:4]=1[F:8])=[O:16] |f:1.2.3.4|. Procedure: Into the solution of 1,3-difluorobenzene in 1,2-dicholoroethane (DCE) was added anhydrous aluminium chloride (1.2 molar equivalent of 1,3-difluorobenzene) at 25-30° C. and stirred for 30 minutes. The reaction mixture was then cooled to 0° C. and chloroacetyl chloride (1.1 molar equivalent of 1,3-difluorobenzene), in DCE, was then added into it over a period of 30-60 min keeping the reaction temperature below 20° C. After the addition was over, the reaction mixture was stirred at 25-30° C. for 5-... The reactants are FC(C1=NC=C(C=C1)C=C)(F)F (2-trifluoromethyl-5-ethenylpyridine), C1(O)=CC=C(O)C=C1 (hydroquinone), [Na] (Sodium), paraffin, CC1=CC=2C3=C(NC2C=C1)C1CCN(C3)CC1 (9-methyl-3,4,5,6-tetrahydro-1H-2,5-ethanoazepino[4,3-b]indole). The solvent is CS(=O)C (dimethyl sulfoxide), CS(=O)C (Dimethyl sulfoxide). Conditions: temperature 115 celsius. The product is CC1=CC=2C3=C(N(C2C=C1)CCC=1C=NC(=CC1)C(F)(F)F)C1CCN(C3)CC1 (9-methyl-6-{2-[6-(trifluoromethyl)pyridin-3-yl]ethyl}-3,4,5,6-tetrahydro-1H-2,5-ethanoazepino[4,3-b]indole). Reaction SMILES: [Na].[CH3:2][C:3]1[CH:11]=[CH:10][C:9]2[NH:8][C:7]3[CH:12]4[CH2:18][CH2:17][N:15]([CH2:16][C:6]=3[C:5]=2[CH:4]=1)[CH2:14][CH2:13]4.[F:19][C:20]([F:30])([F:29])[C:21]1[CH:26]=[CH:25][C:24]([CH:27]=[CH2:28])=[CH:23][N:22]=1.C1(C=CC(O)=CC=1)O>CS(C)=O>[CH3:2][C:3]1[CH:11]=[CH:10][C:9]2[N:8]([CH2:28][CH2:27][C:24]3[CH:23]=[N:22][C:21]([C:20]([F:30])([F:19])[F:29])=[CH:26][CH:25]=3)[C:7]3[CH:12]4[CH2:13][CH2:14][N:15]([CH2:16][C:6]=3[C:5]=2[CH:4]=1)[CH2:17][CH2:18]4 |^1:0|. Procedure details: Sodium dispersion in paraffin (30%, 46 mg, 0.60 mmol; Aldrich) was combined with 9-methyl-3,4,5,6-tetrahydro-1H-2,5-ethanoazepino[4,3-b]indole (100 mg, 0.442 mmol; Example 2B) in a 20 mL vial with stir bar and septum cap. Dimethyl sulfoxide (2.5 mL) was added, and the vial was evacuated and purged with nitrogen (10 cycles). The mixture was stirred at room temperature for 10 minutes, and a solution of the product of Example 143A (115 mg, 0.663 mmol) and hydroquinone (12 mg, 0.110 mmol) in dimethy... Starting materials: FC(C=1C=C(CNC(C2=CC(=NC=C2)C2=C(C=CC(=C2)N(CCC)CC)N)=O)C=CC1)(F)F (N-(3-(trifluoromethyl)benzyl)-2-(2-amino-5-(ethyl(propyl)amino)phenyl)isonicotinamide), CN(C(=O)C=1C=C(C(=O)O)C=CC1)CCN1CCOCC1 (3-(methyl(2-morpholinoethyl)carbamoyl)benzoic acid), CCN=C=NCCCN(C)C.Cl (EDC.HCl). Reagents/catalysts: CN(C1=CC=NC=C1)C (4-dimethylaminopyridine). The solvent is ClCCl (dichloromethane), C(C)(=O)OCC (ethyl acetate). Run at time 8 hour. The product is FC(C=1C=C(CNC(=O)C2=CC(=NC=C2)C2=C(C=CC(=C2)N(CCC)CC)NC(C2=CC(C(=O)N(CCN3CCOCC3)C)=CC=C2)=O)C=CC1)(F)F (N1-(2-(4-((3-(trifluoromethyl)benzyl)carbamoyl)pyridin-2-yl)-4-(ethyl(propyl)amino)phenyl)-N3-methyl-N3-(2-morpholinoethyl)isophthalamide). The yield is 83.8%. Reaction SMILES: [F:1][C:2]([F:33])([F:32])[C:3]1[CH:4]=[C:5]([CH:29]=[CH:30][CH:31]=1)[CH2:6][NH:7][C:8](=[O:28])[C:9]1[CH:14]=[CH:13][N:12]=[C:11]([C:15]2[CH:20]=[C:19]([N:21]([CH2:25][CH3:26])[CH2:22][CH2:23][CH3:24])[CH:18]=[CH:17][C:16]=2[NH2:27])[CH:10]=1.[CH3:34][N:35]([CH2:47][CH2:48][N:49]1[CH2:54][CH2:53][O:52][CH2:51][CH2:50]1)[C:36]([C:38]1[CH:39]=[C:40]([CH:44]=[CH:45][CH:46]=1)[C:41](O)=[O:42])=[O:37].CCN=C=NCCCN(C)C.Cl>ClCCl.CN(C)C1C=CN=CC=1.C(OCC)(=O)C>[F:33][C:2]([F:32])([F:1])[C:3]1[CH:4]=[C:5]([CH:29]=[CH:30][CH:31]=1)[CH2:6][NH:7][C:8]([C:9]1[CH:14]=[CH:13][N:12]=[C:11]([C:15]2[CH:20]=[C:19]([N:21]([CH2:25][CH3:26])[CH2:22][CH2:23][CH3:24])[CH:18]=[CH:17][C:16]=2[NH:27][C:41](=[O:42])[C:40]2[CH:44]=[CH:45][CH:46]=[C:38]([C:36]([N:35]([CH3:34])[CH2:47][CH2:48][N:49]3[CH2:50][CH2:51][O:52][CH2:53][CH2:54]3)=[O:37])[CH:39]=2)[CH:10]=1)=[O:28] |f:2.3|. Procedure: Into a 50-mL round-bottom flask, was placed a solution of N-(3-(trifluoromethyl)benzyl)-2-(2-amino-5-(ethyl(propyl)amino)phenyl)isonicotinamide (150 mg, 0.30 mmol, 1.00 equiv, 90%) in dichloromethane (8 mL), 3-(methyl(2-morpholinoethyl)carbamoyl)benzoic acid (144 mg, 0.44 mmol, 1.50 equiv, 90%), EDC.HCl (126 mg, 0.66 mmol, 2.00 equiv), 4-dimethylaminopyridine (80 mg, 0.66 mmol, 2.00 equiv). The resulting solution was stirred overnight at room temperature. The resulting solution was diluted with ... Reactants: CCC1C=C(C)CC(C)CC(OC)C2OC(O)(C(=O)C(=O)N3CCCCC3C(=O)OC(C(C)=CC3CCC(O)C(O)C3)C(C)C(O)CC1=O)C(C)CC2OC, CC(C)=[N+]=[N-]. Product: CCC1C=C(C)CC(C)CC(OC)C2OC(O)(C(=O)C(=O)N3CCCCC3C(=O)OC(C(C)=CC3CCC(O)C(OC(C)C)C3)C(C)C(O)CC1=O)C(C)CC2OC. RXN SMILES: [CH2:1]([CH3:2])[CH:3]1[C:4](=[O:55])[CH2:5][CH:6]([OH:54])[CH:7]([CH3:53])[CH:8]([C:42](=[CH:43][CH:44]2[CH2:45][CH:46]([OH:51])[CH:47]([OH:50])[CH2:48][CH2:49]2)[CH3:52])[O:9][C:10](=[O:41])[CH:11]2[CH2:12][CH2:13][CH2:14][CH2:15][N:16]2[C:17](=[O:40])[C:18](=[O:39])[C:19]2([OH:38])[CH:20]([CH3:37])[CH2:21][CH:22]([O:35][CH3:36])[CH:23]([CH:24]([O:32][CH3:33])[CH2:25][CH:26]([CH3:31])[CH2:27][C:28]([CH3:30])=[CH:29]1)[O:34]2.[N+:56](=[N-:57])=[C:58]([CH3:59])[CH3:60]>>[CH2:1]([CH3:2])[CH:3]1[C:4](=[O:55])[CH2:5][CH:6]([OH:54])[CH:7]([CH3:53])[CH:8]([C:42](=[CH:43][CH:44]2[CH2:45][CH:46]([O:51][CH:58]([CH3:59])[CH3:60])[CH:47]([OH:50])[CH2:48][CH2:49]2)[CH3:52])[O:9][C:10](=[O:41])[CH:11]2[CH2:12][CH2:13][CH2:14][CH2:15][N:16]2[C:17](=[O:40])[C:18](=[O:39])[C:19]2([OH:38])[CH:20]([CH3:37])[CH2:21][CH:22]([O:35][CH3:36])[CH:23]([CH:24]([O:32][CH3:33])[CH2:25][CH:26]([CH3:31])[CH2:27][C:28]([CH3:30])=[CH:29]1)[O:34]2.